From a dataset of the Open Reaction Database (ORD), a public repository of structured organic reaction records. describe an organic reaction: reactants, conditions, products, and yield Starting materials: O (Water), C([O-])([O-])=O.[K+].[K+] (potassium carbonate), BrCCCCCCCC (1-bromooctane), C(C)(C)(C)OC(NC1(COC(OC1)(C)C)CCC1=CC(=C(C=C1)O)C(F)F)=O ({5-[2-(3-difluoromethyl-4-hydroxyphenyl)ethyl]-2,2-dimethyl-1,3-dioxan-5-yl}carbamic Acid t-butyl Ester). Run in CN(C=O)C (N,N-dimethylformamide). Run at time 2 hour. The product is C(C)(C)(C)OC(NC1(COC(OC1)(C)C)CCC1=CC(=C(C=C1)OCCCCCCCC)C(F)F)=O ({2,2-dimethyl-5-[2-(3-difluoromethyl-4-octyloxyphenyl)ethyl]-1,3-dioxan-5-yl}carbamic Acid t-butyl Ester). As a reaction SMILES: [C:1]([O:5][C:6](=[O:28])[NH:7][C:8]1([CH2:16][CH2:17][C:18]2[CH:23]=[CH:22][C:21]([OH:24])=[C:20]([CH:25]([F:27])[F:26])[CH:19]=2)[CH2:13][O:12][C:11]([CH3:15])([CH3:14])[O:10][CH2:9]1)([CH3:4])([CH3:3])[CH3:2].C(=O)([O-])[O-].[K+].[K+].Br[CH2:36][CH2:37][CH2:38][CH2:39][CH2:40][CH2:41][CH2:42][CH3:43].O>CN(C)C=O>[C:1]([O:5][C:6](=[O:28])[NH:7][C:8]1([CH2:16][CH2:17][C:18]2[CH:23]=[CH:22][C:21]([O:24][CH2:36][CH2:37][CH2:38][CH2:39][CH2:40][CH2:41][CH2:42][CH3:43])=[C:20]([CH:25]([F:27])[F:26])[CH:19]=2)[CH2:13][O:12][C:11]([CH3:15])([CH3:14])[O:10][CH2:9]1)([CH3:2])([CH3:3])[CH3:4] |f:1.2.3|. Procedure: Compound 30-4 (600 mg) was dissolved in N,N-dimethylformamide (10 ml), potassium carbonate (412 mg) and 1-bromooctane (0.311 ml) were added, and the mixture was stirred at room temperature for 2 hr. Water was added to the reaction mixture, the mixture was extracted with ethyl acetate, and the extract was washed with water and saturated brine, and dried over anhydrous magnesium sulfate. The solvent was evaporated under reduced pressure, and the obtained residue was purified by silica gel column c...